From a dataset of the Open Reaction Database (ORD), a public repository of structured organic reaction records. describe an organic reaction: reactants, conditions, products, and yield Starting materials: BrC=1C=C2C=NC(N(C2=CC1)CCN1CCOCC1)=O (6-Bromo-1-(2-morpholinoethyl)quinazolin-2(1H)-one), C1(CC1)NC(C1=CC(=C(C=C1)C)B1OC(C(O1)(C)C)(C)C)=O (N-cyclopropyl-4-methyl-3-(4,4,5,5-tetramethyl-1,3,2-dioxaborolan-2-yl)benzamide). The product is C1(CC1)NC(C1=CC(=C(C=C1)C)C=1C=C2C=NC(N(C2=CC1)CCN1CCOCC1)=O)=O (N-Cyclopropyl-4-methyl-3-(1-(2-morpholinoethyl)-2-oxo-1,2-dihydroquinazolin-6-yl)benzamide). RXN SMILES: Br[C:2]1[CH:3]=[C:4]2[C:9](=[CH:10][CH:11]=1)[N:8]([CH2:12][CH2:13][N:14]1[CH2:19][CH2:18][O:17][CH2:16][CH2:15]1)[C:7](=[O:20])[N:6]=[CH:5]2.[CH:21]1([NH:24][C:25](=[O:42])[C:26]2[CH:31]=[CH:30][C:29]([CH3:32])=[C:28](B3OC(C)(C)C(C)(C)O3)[CH:27]=2)[CH2:23][CH2:22]1>>[CH:21]1([NH:24][C:25](=[O:42])[C:26]2[CH:31]=[CH:30][C:29]([CH3:32])=[C:28]([C:2]3[CH:3]=[C:4]4[C:9](=[CH:10][CH:11]=3)[N:8]([CH2:12][CH2:13][N:14]3[CH2:19][CH2:18][O:17][CH2:16][CH2:15]3)[C:7](=[O:20])[N:6]=[CH:5]4)[CH:27]=2)[CH2:22][CH2:23]1. Procedure: The title compound was prepared as pale yellow solid, using 6-Bromo-1-(2-morpholinoethyl)quinazolin-2(1H)-one and N-cyclopropyl-4-methyl-3-(4,4,5,5-tetramethyl-1,3,2-dioxaborolan-2-yl)benzamide, by a method analogous to that described in Example 3 above. MS m/e 433 (M+H)+. Starting materials: CCO, CCOC(=O)C1CCN(C(=O)N2CCCc3ccccc32)CC1, [Na+], [OH-]. The product is O=C(O)C1CCN(C(=O)N2CCCc3ccccc32)CC1. Reaction SMILES: [CH3:26][CH2:27][OH:28].[N:1]1([C:11](=[O:12])[N:13]2[CH2:14][CH2:15][CH:16]([C:19](=[O:20])[O:21][CH2:22][CH3:23])[CH2:17][CH2:18]2)[CH2:2][CH2:3][CH2:4][c:5]2[cH:6][cH:7][cH:8][cH:9][c:10]21.[Na+:25].[OH-:24]>>[N:1]1([C:11](=[O:12])[N:13]2[CH2:14][CH2:15][CH:16]([C:19](=[O:20])[OH:21])[CH2:17][CH2:18]2)[CH2:2][CH2:3][CH2:4][c:5]2[cH:6][cH:7][cH:8][cH:9][c:10]21. Reactants: COC(=O)C(Cc1ccc(NC(=O)c2c(Cl)cccc2Cl)cc1)NC(=O)c1ccc(C(=O)Nc2cccc(O)c2)cc1Cl, CO, [Li+], C1CCOC1, [OH-]. Product: O=C(Nc1cccc(O)c1)c1ccc(C(=O)NC(Cc2ccc(NC(=O)c3c(Cl)cccc3Cl)cc2)C(=O)O)c(Cl)c1. RXN SMILES: [CH3:1][O:2][C:3]([CH:4]([NH:5][C:6](=[O:7])[c:8]1[c:9]([Cl:24])[cH:10][c:11]([C:14](=[O:15])[NH:16][c:17]2[cH:18][c:19]([OH:23])[cH:20][cH:21][cH:22]2)[cH:12][cH:13]1)[CH2:25][c:26]1[cH:27][cH:28][c:29]([NH:32][C:33](=[O:34])[c:35]2[c:36]([Cl:42])[cH:37][cH:38][cH:39][c:40]2[Cl:41])[cH:30][cH:31]1)=[O:43].[CH3:46][OH:47].[Li+:44].[O:48]1[CH2:49][CH2:50][CH2:51][CH2:52]1.[OH-:45]>>[O:2]=[C:3]([CH:4]([NH:5][C:6](=[O:7])[c:8]1[c:9]([Cl:24])[cH:10][c:11]([C:14](=[O:15])[NH:16][c:17]2[cH:18][c:19]([OH:23])[cH:20][cH:21][cH:22]2)[cH:12][cH:13]1)[CH2:25][c:26]1[cH:27][cH:28][c:29]([NH:32][C:33](=[O:34])[c:35]2[c:36]([Cl:42])[cH:37][cH:38][cH:39][c:40]2[Cl:41])[cH:30][cH:31]1)[OH:43]. Reactants: CC(=O)N1C(CO)C(c2ccc(S(C)(=O)=O)cc2)OC1(C)C, CCN(CC)C(F)(F)C(F)C(F)(F)F, ClCCl, [Na+], [OH-], O. The product is CC(=O)N1C(CF)C(c2ccc(S(C)(=O)=O)cc2)OC1(C)C. RXN SMILES: [C:1]([CH3:2])(=[O:3])[N:4]1[C:5]([CH3:21])([CH3:22])[O:6][CH:7]([c:11]2[cH:12][cH:13][c:14]([S:17](=[O:18])(=[O:19])[CH3:20])[cH:15][cH:16]2)[CH:8]1[CH2:9][OH:10].[CH2:23]([N:24]([CH2:25][CH3:26])[C:27]([F:28])([F:30])[CH:31]([F:32])[C:33]([F:29])([F:34])[F:35])[CH3:36].[CH2:39]([Cl:40])[Cl:41].[Na+:38].[OH-:37].[OH2:42]>>[C:1]([CH3:2])(=[O:3])[N:4]1[C:5]([CH3:21])([CH3:22])[O:6][CH:7]([c:11]2[cH:12][cH:13][c:14]([S:17](=[O:18])(=[O:19])[CH3:20])[cH:15][cH:16]2)[CH:8]1[CH2:9][F:29]. Reactants: [N+](=O)([O-])C1=CC=C(CO)C=C1 (4-nitrobenzyl alcohol), O1CCCC=C1 (3,4-dihydro-2H-pyran). The reagents and catalysts are O.C1(=CC=C(C=C1)S(=O)(=O)O)C (p-toluene sulfonic acid monohydrate). Run in ClCCl (dichloromethane). Product: [N+](=O)([O-])C1=CC=C(COC2OCCCC2)C=C1 (2-(4-nitrobenzyloxy)-tetrahydropyran). Isolated yield 92.8%. As a reaction SMILES: [N+:1]([C:4]1[CH:11]=[CH:10][C:7]([CH2:8][OH:9])=[CH:6][CH:5]=1)([O-:3])=[O:2].[O:12]1[CH:17]=[CH:16][CH2:15][CH2:14][CH2:13]1>ClCCl.O.C1(C)C=CC(S(O)(=O)=O)=CC=1>[N+:1]([C:4]1[CH:5]=[CH:6][C:7]([CH2:8][O:9][CH:13]2[CH2:14][CH2:15][CH2:16][CH2:17][O:12]2)=[CH:10][CH:11]=1)([O-:3])=[O:2] |f:3.4|. Reported procedure: A solution of 5.9 g (38.7 mmol) of 4-nitrobenzyl alcohol, 17.6 ml(193.5 mmol) of 3,4-dihydro-2H-pyran and 500 mg (2.6 mmol) of p-toluene sulfonic acid monohydrate in 200 ml of dichloromethane was stirred at room temperature for 4 hours. The reaction mixture was evaporated and the residue purified by flash chromatography on silica gel, using 1:4 ethyl acetate/hexane as eluent. Product containing fractions were combined and evaporated to give 8.52 g (93%) of 2-(4-nitrobenzyloxy)-tetrahydropyran as... Reactants: C(C)(C)(C)OC(CN1N=CC(=C1)C1=CC=C2CC(N(CC2=C1)C1=NC(=NC(=C1)N1CCN(CC1)C)N)C)=O (tert-butyl(4-{2-[2-amino-6-(4-methylpiperazin-1-yl)pyrimidin-4-yl]-3-methyl-1,2,3,4-tetrahydroisoquinolin-7-yl}-1H-pyrazol-1-yl)acetate), Cl.CNC (dimethylamine hydrochloride). Yields the product NC1=NC(=CC(=N1)N1CC2=CC(=CC=C2CC1C)C=1C=NN(C1)CC(=O)N(C)C)N1CCN(CC1)C (2-(4-{2-[2-Amino-6-(4-methylpiperazin-1-yl)pyrimidin-4-yl]-3-methyl-1,2,3,4-tetrahydroisoquinolin-7-yl}-1H-pyrazol-1-yl)-N,N-dimethylacetamide). Reaction SMILES: C([O:5][C:6](=O)[CH2:7][N:8]1[CH:12]=[C:11]([C:13]2[CH:22]=[C:21]3[C:16]([CH2:17][CH:18]([CH3:37])[N:19]([C:23]4[CH:28]=[C:27]([N:29]5[CH2:34][CH2:33][N:32]([CH3:35])[CH2:31][CH2:30]5)[N:26]=[C:25]([NH2:36])[N:24]=4)[CH2:20]3)=[CH:15][CH:14]=2)[CH:10]=[N:9]1)(C)(C)C.Cl.[CH3:40][NH:41][CH3:42]>>[NH2:36][C:25]1[N:24]=[C:23]([N:19]2[CH:18]([CH3:37])[CH2:17][C:16]3[C:21](=[CH:22][C:13]([C:11]4[CH:10]=[N:9][N:8]([CH2:7][C:6]([N:41]([CH3:42])[CH3:40])=[O:5])[CH:12]=4)=[CH:14][CH:15]=3)[CH2:20]2)[CH:28]=[C:27]([N:29]2[CH2:34][CH2:33][N:32]([CH3:35])[CH2:31][CH2:30]2)[N:26]=1 |f:1.2|. Reported procedure: This compound was prepared by using procedures analogous to those described for the synthesis of Example 79 starting from tert-butyl(4-{2-[2-amino-6-(4-methylpiperazin-1-yl)pyrimidin-4-yl]-3-methyl-1,2,3,4-tetrahydroisoquinolin-7-yl}-1H-pyrazol-1-yl)acetate and dimethylamine hydrochloride. LCMS (M+H)+: m/z=490.3.